This data is from the Open Reaction Database (ORD), a public repository of structured organic reaction records. The task is: describe an organic reaction: reactants, conditions, products, and yield Starting materials: Cl (hydrochloric acid), ClC1=CC=CC=2N1C=C(N2)COC2=NC=CC(=C2)CN2N=C(C(=C2)CCC(=O)OCC)OCC (ethyl 3-[1-[2-(5-chloroimidazo[1,2-a]pyridin-2-ylmethoxy)-4-pyridylmethyl]-3-ethoxy-1H-pyrazol-4-yl]propionate), [OH-].[Na+] (sodium hydroxide), O1CCCC1 (tetrahydrofuran). Solvent: C(C)O (ethanol). Reaction conditions: time 3 hour. The product is ClC1=CC=CC=2N1C=C(N2)COC2=NC=CC(=C2)CN2N=C(C(=C2)CCC(=O)O)OCC (3-[1-[2-(5-chloroimidazo[1,2-a]pyridin-2-ylmethoxy)-4-pyridylmethyl]-3-ethoxy-1H-pyrazol-4-yl]propionic acid). The yield is 93.7%. As a reaction SMILES: [Cl:1][C:2]1[N:7]2[CH:8]=[C:9]([CH2:11][O:12][C:13]3[CH:18]=[C:17]([CH2:19][N:20]4[CH:24]=[C:23]([CH2:25][CH2:26][C:27]([O:29]CC)=[O:28])[C:22]([O:32][CH2:33][CH3:34])=[N:21]4)[CH:16]=[CH:15][N:14]=3)[N:10]=[C:6]2[CH:5]=[CH:4][CH:3]=1.[OH-].[Na+].O1CCCC1.Cl>C(O)C>[Cl:1][C:2]1[N:7]2[CH:8]=[C:9]([CH2:11][O:12][C:13]3[CH:18]=[C:17]([CH2:19][N:20]4[CH:24]=[C:23]([CH2:25][CH2:26][C:27]([OH:29])=[O:28])[C:22]([O:32][CH2:33][CH3:34])=[N:21]4)[CH:16]=[CH:15][N:14]=3)[N:10]=[C:6]2[CH:5]=[CH:4][CH:3]=1 |f:1.2|. Reported procedure: After a mixture of ethyl 3-[1-[2-(5-chloroimidazo[1,2-a]pyridin-2-ylmethoxy)-4-pyridylmethyl]-3-ethoxy-1H-pyrazol-4-yl]propionate (605 mg), 1N aqueous sodium hydroxide solution (3 ml), tetrahydrofuran (6 ml) and ethanol (6 ml) was stirred at room temperature for 3 hours, 1 N hydrochloric acid (3 ml) was added to the mixture, and then the mixture was extracted with ethyl acetate. The ethyl acetate layer was washed with saturated aqueous sodium chloride solution, dried (MgSO4) and concentrated. Th... Reactants: N[C@@H](CC1=CC=CC=C1)C(=O)O (Phe), N[C@@H](CC1=CNC2=CC=CC=C12)C(=O)O (Trp), N[C@@H](C(C)C)C(=O)O (Val), N[C@@H](CC(C)C)C(=O)O (Leu). The product is N[C@@H]([C@@H](C)CC)C(=O)O (Ile). As a reaction SMILES: [NH2:1][C@H:2]([C:10]([OH:12])=[O:11])[CH2:3][C:4]1[CH:9]=CC=CC=1.N[C@H:14](C(O)=O)C(C)C.N[C@H](C(O)=O)CC(C)C.N[C@H](C(O)=O)CC1C2C(=CC=CC=2)NC=1>>[NH2:1][C@H:2]([C:10]([OH:12])=[O:11])[C@H:3]([CH2:4][CH3:9])[CH3:14]. Reported procedure: Phe 0.61; Val 0.54; Leu 0.53; Trp 0.37; Starting materials: ClC1=CC=C(C=C1)CC[C@H]1CN(CCN1)C1=NC2=C(NC=3SC(=CC13)C)C=CC=C2 (10-((S)-3-[2-(4-chloro-phenyl)-ethyl]-piperazin-1-yl)-2-methyl-4H-3-thia-4,9-diaza-benzo[f]azulene), C=O (formaldehyde), C(C)(=O)O[BH-](OC(C)=O)OC(C)=O.[Na+] (sodium triacetoxyborohydride). Run in ClCCCl (1,2-dichloroethane). Reaction conditions: time 5 minute. Yields the product ClC1=CC=C(C=C1)CC[C@H]1CN(CCN1C)C1=NC2=C(NC=3SC(=CC13)C)C=CC=C2 (10-((S)-3-[2-(4-Chloro-phenyl)-ethyl]-4-methyl-piperazin-1-yl)-2-methyl-4H-3-thia-4,9-diaza-benzo[f]azulene). Yield: 81.8%. As a reaction SMILES: [Cl:1][C:2]1[CH:7]=[CH:6][C:5]([CH2:8][CH2:9][C@@H:10]2[NH:15][CH2:14][CH2:13][N:12]([C:16]3[C:25]4[CH:24]=[C:23]([CH3:26])[S:22][C:21]=4[NH:20][C:19]4[CH:27]=[CH:28][CH:29]=[CH:30][C:18]=4[N:17]=3)[CH2:11]2)=[CH:4][CH:3]=1.C=O.[C:33](O[BH-](OC(=O)C)OC(=O)C)(=O)C.[Na+]>ClCCCl>[Cl:1][C:2]1[CH:7]=[CH:6][C:5]([CH2:8][CH2:9][C@@H:10]2[N:15]([CH3:33])[CH2:14][CH2:13][N:12]([C:16]3[C:25]4[CH:24]=[C:23]([CH3:26])[S:22][C:21]=4[NH:20][C:19]4[CH:27]=[CH:28][CH:29]=[CH:30][C:18]=4[N:17]=3)[CH2:11]2)=[CH:4][CH:3]=1 |f:2.3|. Reported procedure: Combine 10-((S)-3-[2-(4-chloro-phenyl)-ethyl]-piperazin-1-yl)-2-methyl-4H-3-thia-4,9-diaza-benzo[f]azulene (430.9 mg, 0.99 mmol), formaldehyde (88.0 μL, 1.08 mmol, 37% in water), and 1,2-dichloroethane (30.0 ml). Stir the mixture at ambient temperature for 5 minutes and then add sodium triacetoxyborohydride (313.5 mg, 1.48 mmol). After stirring for 30 minutes at ambient temperature, quench the reaction with saturated sodium bicarbonate. Remove the organic portion, extract the aqueous with dichlo... The reactants are S1CCC(=CC1)C=1C=C(C=NC1)C=1C=C2CCCN(C2=NC1)C(=O)N (6-[5-(3,6-dihydro-2H-thiopyran-4-yl)-pyridin-3-yl]-3,4-dihydro-2H-[1,8]naphthyridine-1-carboxylic acid amide), OOS(=O)[O-].[K+] (oxone). Run in O1CCOCC1.O (dioxane H2O). Conditions: time 2 hour. Yields the product O=S1(CCC(=CC1)C=1C=C(C=NC1)C=1C=C2CCCN(C2=NC1)C(=O)N)=O (6-[5-(1,1-Dioxo-1,2,3,6-tetrahydro-1lambda6-thiopyran-4-yl)-pyridin-3-yl]-3,4-dihydro-2H-[1,8]naphthyridine-1-carboxylic acid amide). The yield is 101.8%. Reaction SMILES: S1[CH2:6][CH:5]=[C:4]([C:7]2[CH:8]=[C:9]([C:13]3[CH:14]=[C:15]4[C:20](=[N:21][CH:22]=3)[N:19]([C:23]([NH2:25])=[O:24])[CH2:18][CH2:17][CH2:16]4)[CH:10]=[N:11][CH:12]=2)[CH2:3][CH2:2]1.O[O:27][S:28]([O-:30])=O.[K+]>O1CCOCC1.O>[O:27]=[S:28]1(=[O:30])[CH2:2][CH:3]=[C:4]([C:7]2[CH:8]=[C:9]([C:13]3[CH:14]=[C:15]4[C:20](=[N:21][CH:22]=3)[N:19]([C:23]([NH2:25])=[O:24])[CH2:18][CH2:17][CH2:16]4)[CH:10]=[N:11][CH:12]=2)[CH2:5][CH2:6]1 |f:1.2,3.4|. Reported procedure: To 6-[5-(3,6-dihydro-2H-thiopyran-4-yl)-pyridin-3-yl]-3,4-dihydro-2H-[1,8]naphthyridine-1-carboxylic acid amide (57 mg, 0.16 mmol) in 2 mL of 1:1 dioxane/H2O is added oxone (266 mg, 0.32 mmol). The mixture is stirred for 2 h. The mixture is quenched by addition of sodium sulfite and concentrated. The residue is suspended into MeOH and filtered. The filtrate is concentrated and purified via the Preparative HPLC (5%-70% CH3CN/H2O) to give 62.6 mg of the titled product. Reactants: N1N=C(C2=CC=CC=C12)N1CCNCC1 (4-(1H-indazol-3-yl)piperazine), BrCCN1C(C=2C(C1=O)=CC=CC2)=O (N-(2-bromoethyl)phthalimide), C([O-])(O)=O.[Na+] (sodium bicarbonate). Run in C(C)#N (acetonitrile). Product: N1N=C(C2=CC=CC=C12)N1CCN(CC1)CCN1C(C=2C(C1=O)=CC=CC2)=O (N-[2-[4-(1H-indazol-3-yl)-1-piperazinyl]ethyl]phthalimide). As a reaction SMILES: [NH:1]1[C:9]2[C:4](=[CH:5][CH:6]=[CH:7][CH:8]=2)[C:3]([N:10]2[CH2:15][CH2:14][NH:13][CH2:12][CH2:11]2)=[N:2]1.Br[CH2:17][CH2:18][N:19]1[C:23](=[O:24])[C:22]2=[CH:25][CH:26]=[CH:27][CH:28]=[C:21]2[C:20]1=[O:29].C(=O)(O)[O-].[Na+]>C(#N)C>[NH:1]1[C:9]2[C:4](=[CH:5][CH:6]=[CH:7][CH:8]=2)[C:3]([N:10]2[CH2:11][CH2:12][N:13]([CH2:17][CH2:18][N:19]3[C:23](=[O:24])[C:22]4=[CH:25][CH:26]=[CH:27][CH:28]=[C:21]4[C:20]3=[O:29])[CH2:14][CH2:15]2)=[N:2]1 |f:2.3|. Procedure details: A suspension of 4-(1H-indazol-3-yl)piperazine (1.6 g, 7.9 mmol), N-(2-bromoethyl)phthalimide (2.1 g, 7.9 mmol), and sodium bicarbonate (0.7 g, 8.3 mmol) in acetonitrile (160 ml) was warmed to reflux for 24 hours. Upon cooling to room temperature, the reaction mixture was filtered through a pad of celite and the solids were washed with DCM. The combined filtrates were concentrated to give the N-[2-[4-(1H-indazol-3-yl)-1-piperazinyl]ethyl]phthalimide which was used without further purification. Reactants: solution, FC1=C(C=C(C=C1)F)C=CC(C)=O (4-(2,5-difluorophenyl)-3-buten-2-one), [O-]CC.[Na+] (sodium ethoxide), C(CC(=O)OCC)(=O)OCC (diethyl malonate). The solvent is C(C)O (ethanol). Reaction conditions: time 30 minute. Yields the product FC1=C(C=C(C=C1)F)C1CC(CC(C1)=O)=O (5-(2,5-difluorophenyl)cyclohexane-1,3-dione). As a reaction SMILES: [O-:1][CH2:2][CH3:3].[Na+].C(OCC)(=O)CC(OCC)=O.[F:16][C:17]1[CH:22]=[CH:21][C:20]([F:23])=[CH:19][C:18]=1[CH:24]=[CH:25][C:26](=[O:28])[CH3:27]>C(O)C>[F:16][C:17]1[CH:22]=[CH:21][C:20]([F:23])=[CH:19][C:18]=1[CH:24]1[CH2:3][C:2](=[O:1])[CH2:27][C:26](=[O:28])[CH2:25]1 |f:0.1|. Procedure details: A 20% solution of sodium ethoxide in ethanol (27.7 g) was combined at room temperature with diethyl malonate (13.0 g) and then with 4-(2,5-difluorophenyl)-3-buten-2-one (13.8 g) in portions. The reaction mixture was stirred at room temperature for 30 minutes and then heated with stirring for 2 hours. After allowing to stand to cool, the solvent was distilled off, and the residue was combined with water, and the aqueous layer was washed with ethyl acetate and concentrated. 2N Sodium hydroxide (42... Starting materials: BrCCO[Si](C)(C)C(C)(C)C ((2-bromoethoxy)(tert-butyl)dimethylsilane), ClCC1=CC=C(C#N)C=C1 (4-(chloromethyl)benzonitrile), CC1=C(SC(=C1)N1C(NCC1)=O)C(=O)OCC (ethyl 3-methyl-5-(2-oxoimidazolidin-1-yl)thiophene-2-carboxylate). Product: C(#N)C1=CC=C(CN2C(N(CC2)C2=CC(=C(S2)C(=O)OCC)C)=O)C=C1 (ethyl 5-(3-(4-cyanobenzyl)-2-oxoimidazolidin-1-yl)-3-methylthiophene-2-carboxylate). Yield: 86.0%. RXN SMILES: BrCCO[Si](C(C)(C)C)(C)C.Cl[CH2:13][C:14]1[CH:21]=[CH:20][C:17]([C:18]#[N:19])=[CH:16][CH:15]=1.[CH3:22][C:23]1[CH:27]=[C:26]([N:28]2[CH2:32][CH2:31][NH:30][C:29]2=[O:33])[S:25][C:24]=1[C:34]([O:36][CH2:37][CH3:38])=[O:35]>>[C:18]([C:17]1[CH:20]=[CH:21][C:14]([CH2:13][N:30]2[CH2:31][CH2:32][N:28]([C:26]3[S:25][C:24]([C:34]([O:36][CH2:37][CH3:38])=[O:35])=[C:23]([CH3:22])[CH:27]=3)[C:29]2=[O:33])=[CH:15][CH:16]=1)#[N:19]. Procedure details: Following the procedure as described in Example 50, making variations as required to replace (2-bromoethoxy)(tert-butyl)dimethylsilane with 4-(chloromethyl)benzonitrile to react with ethyl 3-methyl-5-(2-oxoimidazolidin-1-yl)thiophene-2-carboxylate, the title compound was obtained as a cream solid in 86% yield: 1H NMR (300 MHz, CDCl3) δ 7.66 (d, J=8.1 Hz, 2H), 7.43 (d, J=8.1 Hz, 2H), 6.18 (s, 1H), 4.53 (s, 2H), 4.28 (q, J=7.1 Hz, 2H), 3.89-3.81 (m, 2H), 3.52-3.43 (m, 2H), 2.50 (s, 3H), 1.34 (t, J... Starting materials: CCN(C(C)C)C(C)C (DIPEA), C1(=CC=CC=C1)N1N=NC(=C1)C(=O)NCC(=O)O ([(1-phenyl-1H-[1,2,3]triazole-4-carbonyl)-amino]-acetic acid), CCN=C=NCCCN(C)C (EDCI), Cl.N1CCC(CC1)OC=1C=C(C#N)C=CC1 (3-(piperidin-4-yloxy)-benzonitrile hydrochloride), C=1C=CC2=C(C1)N=NN2O (HOBt), Intermediate 15. Solvent: CN(C)C=O (DMF), O (water). Run at time 2 minute. The product is C(#N)C=1C=C(OC2CCN(CC2)C(CNC(=O)C=2N=NN(C2)C2=CC=CC=C2)=O)C=CC1 (1-phenyl-1H-[1,2,3]triazole-4-carboxylic acid {2-[4-(3-cyano-phenoxy)-piperidin-1-yl]-2-oxo-ethyl}-amide). Yield: 32.6%. Reaction SMILES: CCN(C(C)C)C(C)C.[C:10]1([N:16]2[CH:20]=[C:19]([C:21]([NH:23][CH2:24][C:25]([OH:27])=O)=[O:22])[N:18]=[N:17]2)[CH:15]=[CH:14][CH:13]=[CH:12][CH:11]=1.C1C=CC2N(O)N=NC=2C=1.CCN=C=NCCCN(C)C.Cl.[NH:50]1[CH2:55][CH2:54][CH:53]([O:56][C:57]2[CH:58]=[C:59]([CH:62]=[CH:63][CH:64]=2)[C:60]#[N:61])[CH2:52][CH2:51]1>CN(C=O)C.O>[C:60]([C:59]1[CH:58]=[C:57]([CH:64]=[CH:63][CH:62]=1)[O:56][CH:53]1[CH2:54][CH2:55][N:50]([C:25](=[O:27])[CH2:24][NH:23][C:21]([C:19]2[N:18]=[N:17][N:16]([C:10]3[CH:11]=[CH:12][CH:13]=[CH:14][CH:15]=3)[CH:20]=2)=[O:22])[CH2:51][CH2:52]1)#[N:61] |f:4.5|. Procedure: DIPEA (167.9 mg, 1.3 mmol) was added to a stirred solution of [(1-phenyl-1H-[1,2,3]triazole-4-carbonyl)-amino]-acetic acid (80 mg, 0.32 mmol) in DMF (3 mL) followed by HOBt (48.2 mg, 0.35 mmol) and EDCI (124.5 mg, 0.65 mmol). After 2 minutes of stirring, 3-(piperidin-4-yloxy)-benzonitrile hydrochloride (prepared by the method used for the synthesis of Intermediate 15) (77.5 mg, 0.32 mmol) was added and the resulting mixture was stirred at room temperature overnight. Cold water was added and prec...